From a dataset of the Open Reaction Database (ORD), a public repository of structured organic reaction records. describe an organic reaction: reactants, conditions, products, and yield The reactants are ClC1=C(C=C2C(C(=CN(C2=N1)CC)C(=O)O)=O)F (7-chloro-1-ethyl-6-fluoro-1,4-dihydro-4-oxo-1,8-naphthyridine-3-carboxylic acid), NCC1CNCCC1 (3-aminomethylpiperidine). Solvent: C(C)#N (acetonitrile). Reaction conditions: time 4 day. Product: NCC1CN(CCC1)C1=C(C=C2C(C(=CN(C2=N1)CC)C(=O)O)=O)F (7-[3-(aminomethyl)-1-piperidinyl]-1-ethyl-6-fluoro-1,4-dihydro-4-oxo-1,8-naphthyridine-3-carboxylic acid). Isolated yield 91.9%. Reaction SMILES: Cl[C:2]1[N:11]=[C:10]2[C:5]([C:6](=[O:17])[C:7]([C:14]([OH:16])=[O:15])=[CH:8][N:9]2[CH2:12][CH3:13])=[CH:4][C:3]=1[F:18].[NH2:19][CH2:20][CH:21]1[CH2:26][CH2:25][CH2:24][NH:23][CH2:22]1>C(#N)C>[NH2:19][CH2:20][CH:21]1[CH2:26][CH2:25][CH2:24][N:23]([C:2]2[N:11]=[C:10]3[C:5]([C:6](=[O:17])[C:7]([C:14]([OH:16])=[O:15])=[CH:8][N:9]3[CH2:12][CH3:13])=[CH:4][C:3]=2[F:18])[CH2:22]1. Procedure details: A mixture of 1.04 g (3.84 mmole) of 7-chloro-1-ethyl-6-fluoro-1,4-dihydro-4-oxo-1,8-naphthyridine-3-carboxylic acid, 100 ml of acetonitrile and 1.32 g (11.5 mmole) of 3-aminomethylpiperidine [J. Org. Chem., 44, 4536 (1979)] were stirred at room temperature for four days. The reaction was filtered and the precipitate dissolved in aqueous ammonia, pH 10.5. The solution was filtered and the solvent removed at reduced pressure. The product was washed with water, then ether until dry to give 1.23 g o... Reactants: CS(=O)c1nccc(-n2ccc3c(Br)cccc32)n1, CCOC(=O)C1CCC(N)CC1, C1COCCO1. The product is CCOC(=O)C1CCC(Nc2nccc(-n3ccc4c(Br)cccc43)n2)CC1. As a reaction SMILES: [Br:1][c:2]1[c:3]2[cH:4][cH:5][n:6](-[c:11]3[n:12][c:13]([S:17]([CH3:18])=[O:19])[n:14][cH:15][cH:16]3)[c:7]2[cH:8][cH:9][cH:10]1.[CH2:20]([CH3:21])[O:22][C:23](=[O:24])[CH:25]1[CH2:26][CH2:27][CH:28]([NH2:31])[CH2:29][CH2:30]1.[CH2:32]1[O:33][CH2:34][CH2:35][O:36][CH2:37]1>>[Br:1][c:2]1[c:3]2[cH:4][cH:5][n:6](-[c:11]3[n:12][c:13]([NH:31][CH:28]4[CH2:27][CH2:26][CH:25]([C:23]([O:22][CH2:20][CH3:21])=[O:24])[CH2:30][CH2:29]4)[n:14][cH:15][cH:16]3)[c:7]2[cH:8][cH:9][cH:10]1. Reactants: N1C(=CC2=CC=CC=C12)C=O (1H-indole-2-carbaldehyde), CO (methanol), C1(=CC=C(C=C1)S(=O)(=O)C[N+]#[C-])C (p-toluene sulfonylmethyl isocyanide), C([O-])([O-])=O.[K+].[K+] (potassium carbonate). Solvent: CCCCCC (Hexane). Yields the product N1C(=CC2=CC=CC=C12)C1=CN=CO1 (5-(1H-indol-2-yl)oxazole). The yield is 79.8%. RXN SMILES: [NH:1]1[C:9]2[C:4](=[CH:5][CH:6]=[CH:7][CH:8]=2)[CH:3]=[C:2]1[CH:10]=[O:11].CO.C1(C)C=CC(S([CH2:23][N+:24]#[C-:25])(=O)=O)=CC=1.C(=O)([O-])[O-].[K+].[K+]>CCCCCC>[NH:1]1[C:9]2[C:4](=[CH:5][CH:6]=[CH:7][CH:8]=2)[CH:3]=[C:2]1[C:10]1[O:11][CH:25]=[N:24][CH:23]=1 |f:3.4.5|. Reported procedure: To a 100 mL round-bottom flask was added 1H-indole-2-carbaldehyde 18 (1.52 g, 10.48 mmol), methanol (50 mL), p-toluene sulfonylmethyl isocyanide (2.25 g, 11.52 mmol), followed by potassium carbonate (1.86 g, 13.45 mmol). The reaction mixture was stirred at reflux for about 1.5 hour and followed by TLC. The solvent was then evaporated and saturated aq.NaHCO3 was added. The resultant suspension was extracted with CH2Cl2 (3×30 mL). Combined organic layers were washed with brine, dried (anhydrous Na... Reactants: O=C([O-])[O-], Nc1cc(Cl)c(Cl)cc1[N+](=O)[O-], O=C(O)C(F)(F)F, [K+], [K+], CN(C)C=O, O, O, OCC1CCCN1. The product is Nc1cc(N2CCCC2CO)c(Cl)cc1[N+](=O)[O-]. As a reaction SMILES: [C:8](=[O:9])([O-:10])[O-:11].[Cl:14][c:15]1[cH:16][c:17]([N+:23](=[O:24])[O-:25])[c:18]([NH2:22])[cH:19][c:20]1[Cl:21].[F:26][C:27]([F:28])([F:29])[C:30]([OH:31])=[O:32].[K+:12].[K+:13].[O:34]=[CH:35][N:36]([CH3:37])[CH3:38].[OH2:33].[OH2:39].[OH:1][CH2:2][CH:3]1[NH:4][CH2:5][CH2:6][CH2:7]1>>[OH:1][CH2:2][CH:3]1[N:4]([c:20]2[c:15]([Cl:14])[cH:16][c:17]([N+:23](=[O:24])[O-:25])[c:18]([NH2:22])[cH:19]2)[CH2:5][CH2:6][CH2:7]1. The reactants are ice water, [I-].[Na+] (sodium iodide), C[Si](C)(C)Cl (trimethylsilyl chloride), BrC(=CC(CCCC1=NC(=CC=C1)OC1=CC=CC=C1)(C)C1=CC=C(C=C1)OC)Br (1,1-dibromo-3-(4-methoxyphenyl)-3-methyl-6-(6-phenoxypyridin-2-yl)-1-hexene). Run in C(C)#N (acetonitrile). The product is BrC(=CC(CCCC1=NC(=CC=C1)OC1=CC=CC=C1)(C)C1=CC=C(C=C1)O)Br (1,1-dibromo-3-(4-hydroxyphenyl)-3-methyl-6-(6-phenoxypyridin-2-yl)-1-hexene). The yield is 93.0%. RXN SMILES: [Br:1][C:2]([Br:30])=[CH:3][C:4]([C:22]1[CH:27]=[CH:26][C:25]([O:28]C)=[CH:24][CH:23]=1)([CH3:21])[CH2:5][CH2:6][CH2:7][C:8]1[CH:13]=[CH:12][CH:11]=[C:10]([O:14][C:15]2[CH:20]=[CH:19][CH:18]=[CH:17][CH:16]=2)[N:9]=1.[I-].[Na+].C[Si](Cl)(C)C>C(#N)C>[Br:30][C:2]([Br:1])=[CH:3][C:4]([C:22]1[CH:23]=[CH:24][C:25]([OH:28])=[CH:26][CH:27]=1)([CH3:21])[CH2:5][CH2:6][CH2:7][C:8]1[CH:13]=[CH:12][CH:11]=[C:10]([O:14][C:15]2[CH:20]=[CH:19][CH:18]=[CH:17][CH:16]=2)[N:9]=1 |f:1.2|. Reported procedure: Under a nitrogen atmosphere, 2.0 g of 1,1-dibromo-3-(4-methoxyphenyl)-3-methyl-6-(6-phenoxypyridin-2-yl)-1-hexene were dissolved in 50 ml of dry acetonitrile, and 1.69 g of sodium iodide and 1.23 g of trimethylsilyl chloride were added thereto. The mixture was then heated under reflux for 6 hours. The reaction solution was poured into ice water and extracted twice with ethyl acetate. The ethyl acetate layer was successively washed with an aqueous dilute sodium sulfite solution and a saturated aq... Starting materials: CC(C)(C)OC(=O)N1CCC(=O)CC1, CC(=O)O[BH-](OC(C)=O)OC(C)=O, C1COCCN1, CC(=O)O, CC(Cl)Cl, ClCCl, [Na+]. Product: CC(C)(C)OC(=O)N1CCC(N2CCOCC2)CC1. As a reaction SMILES: [C:1]([CH3:2])([CH3:3])([CH3:4])[O:5][C:6](=[O:7])[N:8]1[CH2:9][CH2:10][C:11](=[O:14])[CH2:12][CH2:13]1.[C:25]([O:26][BH-:27]([O:28][C:29](=[O:30])[CH3:31])[O:32][C:33](=[O:34])[CH3:35])(=[O:36])[CH3:37].[CH2:15]1[CH2:16][O:17][CH2:18][CH2:19][NH:20]1.[CH3:21][C:22](=[O:23])[OH:24].[Cl:39][CH:40]([Cl:41])[CH3:42].[Cl:43][CH2:44][Cl:45].[Na+:38]>>[C:1]([CH3:2])([CH3:3])([CH3:4])[O:5][C:6](=[O:7])[N:8]1[CH2:9][CH2:10][CH:11]([N:20]2[CH2:15][CH2:16][O:17][CH2:18][CH2:19]2)[CH2:12][CH2:13]1. Reactants: C1CCNCC1, CCc1c(-c2ccc(OCc3ccccc3)cc2)c2c(COCCCCCl)cc3c(OCc4ccccc4)ccc1n32, CCO, CN(C)C=O, [H-], [Na+], O. The product is CCc1c(-c2ccc(OCc3ccccc3)cc2)c2c(COCCCCN3CCCCC3)cc3c(OCc4ccccc4)ccc1n32. Reaction SMILES: [CH2:1]1[CH2:2][CH2:3][NH:4][CH2:5][CH2:6]1.[CH2:9]([c:10]1[cH:11][cH:12][cH:13][cH:14][cH:15]1)[O:16][c:17]1[c:18]2[n:19]3[c:20]([c:21](-[c:28]4[cH:29][cH:30][c:31]([O:34][CH2:35][c:36]5[cH:37][cH:38][cH:39][cH:40][cH:41]5)[cH:32][cH:33]4)[c:22]([CH2:26][CH3:27])[c:23]3[cH:24][cH:25]1)[c:42]([CH2:44][O:45][CH2:46][CH2:47][CH2:48][CH2:49][Cl:50])[cH:43]2.[CH3:51][CH2:52][OH:53].[CH3:54][N:55]([CH3:56])[CH:57]=[O:58].[H-:7].[Na+:8].[OH2:59]>>[CH2:1]1[CH2:2][CH2:3][N:4]([CH2:49][CH2:48][CH2:47][CH2:46][O:45][CH2:44][c:42]2[c:20]3[n:19]4[c:18]([c:17]([O:16][CH2:9][c:10]5[cH:11][cH:12][cH:13][cH:14][cH:15]5)[cH:25][cH:24][c:23]4[c:22]([CH2:26][CH3:27])[c:21]3-[c:28]3[cH:29][cH:30][c:31]([O:34][CH2:35][c:36]4[cH:37][cH:38][cH:39][cH:40][cH:41]4)[cH:32][cH:33]3)[cH:43]2)[CH2:5][CH2:6]1. The reactants are CC1(C=C(CC1(C)C)OS(=O)(=O)C(F)(F)F)C (trifluoromethanesulfonic acid 3,3,4,4-tetramethylcyclopent-1-enyl ester), [N+](=O)([O-])C1=C(C=CC=C1)B(O)O (2-nitrophenylboronic acid), aqueous solution, C([O-])([O-])=O.[Na+].[Na+] (sodium carbonate), C1(=CC=CC=C1)C (toluene). Reagents/catalysts: C=1C=CC(=CC1)[P](C=2C=CC=CC2)(C=3C=CC=CC3)[Pd]([P](C=4C=CC=CC4)(C=5C=CC=CC5)C=6C=CC=CC6)([P](C=7C=CC=CC7)(C=8C=CC=CC8)C=9C=CC=CC9)[P](C=1C=CC=CC1)(C=1C=CC=CC1)C=1C=CC=CC1 (tetrakis(triphenylphosphine)palladium(0)). Solvent: C(C)O (ethanol), [Cl-].[Na+].O (brine), C(C)(=O)OCC (ethyl acetate). Run at temperature 90 celsius, time 6 hour. Yields the product [N+](=O)([O-])C1=C(C=CC=C1)C1=CC(C(C1)(C)C)(C)C (1-Nitro-2-(3,3,4,4-tetramethylcyclopent-1-enyl)benzene). Isolated yield 99.8%. As a reaction SMILES: [CH3:1][C:2]1([CH3:17])[C:6]([CH3:8])([CH3:7])[CH2:5][C:4](OS(C(F)(F)F)(=O)=O)=[CH:3]1.[N+:18]([C:21]1[CH:26]=[CH:25][CH:24]=[CH:23][C:22]=1B(O)O)([O-:20])=[O:19].C(=O)([O-])[O-].[Na+].[Na+].C1(C)C=CC=CC=1>[Cl-].[Na+].O.C1C=CC([P]([Pd]([P](C2C=CC=CC=2)(C2C=CC=CC=2)C2C=CC=CC=2)([P](C2C=CC=CC=2)(C2C=CC=CC=2)C2C=CC=CC=2)[P](C2C=CC=CC=2)(C2C=CC=CC=2)C2C=CC=CC=2)(C2C=CC=CC=2)C2C=CC=CC=2)=CC=1.C(OCC)(=O)C.C(O)C>[N+:18]([C:21]1[CH:26]=[CH:25][CH:24]=[CH:23][C:22]=1[C:4]1[CH2:5][C:6]([CH3:8])([CH3:7])[C:2]([CH3:17])([CH3:1])[CH:3]=1)([O-:20])=[O:19] |f:2.3.4,6.7.8,^1:49,51,70,89|. Procedure: A mixture of the trifluoromethanesulfonic acid 3,3,4,4-tetramethylcyclopent-1-enyl ester (992 mg, 3.64 mmol) produced in Example (54a), 2-nitrophenylboronic acid (729 mg, 4.37 mmol), tetrakis(triphenylphosphine)palladium(0) (219 mg, 0.189 mmol), 2N aqueous solution of sodium carbonate (3.64 mL), toluene (12.5 mL) and ethanol (6.3 mL) was stirred for 6 hours at an external temperature of 90° C. under a nitrogen atmosphere. The reaction mixture was air-cooled to room temperature, and then ethyl ac... Starting materials: OCC1=CC=C(C=C1)C1=CC=C(C=C1)S(=O)(=O)N1[C@H](C(SCC1)(C)C)C(=O)O ((S)-4-(4′-Hydroxymethyl-biphenyl-4-sulfonyl)-2,2-dimethyl-thiomorpholine-3-carboxylic acid), ( a ), C(O)CN (ethanolamine), solution. Solvent: C1CCOC1 (THF), C1CCOC1 (THF). Run at temperature 0 celsius, time 8 hour. The product is OCCNCC1=CC=C(C=C1)C1=CC=C(C=C1)S(=O)(=O)N1[C@H](C(SCC1)(C)C)C(=O)O ((S)-4-{4′-[(2-Hydroxy-ethylamino)-methyl]-biphenyl-4-sulfonyl}-2,2-dimethyl-thiomorpholine-3-carboxylic acid). RXN SMILES: [CH2:1]([CH2:3][NH2:4])[OH:2].O[CH2:6][C:7]1[CH:12]=[CH:11][C:10]([C:13]2[CH:18]=[CH:17][C:16]([S:19]([N:22]3[CH2:27][CH2:26][S:25][C:24]([CH3:29])([CH3:28])[C@@H:23]3[C:30]([OH:32])=[O:31])(=[O:21])=[O:20])=[CH:15][CH:14]=2)=[CH:9][CH:8]=1>C1COCC1>[OH:2][CH2:1][CH2:3][NH:4][CH2:6][C:7]1[CH:12]=[CH:11][C:10]([C:13]2[CH:14]=[CH:15][C:16]([S:19]([N:22]3[CH2:27][CH2:26][S:25][C:24]([CH3:29])([CH3:28])[C@@H:23]3[C:30]([OH:32])=[O:31])(=[O:20])=[O:21])=[CH:17][CH:18]=2)=[CH:9][CH:8]=1. Reported procedure: Crude product from (a) was diluted up in anhydrous THF (1 mL) in a dry environment and then cooled to ˜0° C. To this solution was added ethanolamine (1 mL of a 0.2 M solution in dry THF). This was allowed to warm to room temperature while stirring overnight. Concentration in vacuo, followed by hydrolysis of the ester as described in part (c) of Example 5 gave the title compound. Starting materials: COC(C)OC, [Ca+2], O=C(Cl)OCCCCl, Nc1ccc(O)cc1[N+](=O)[O-], O=C([O-])[O-]. Product: O=C(Nc1ccc(O)cc1[N+](=O)[O-])OCCCCl. As a reaction SMILES: [CH3:25][O:26][CH:27]([O:28][CH3:29])[CH3:30].[Ca+2:12].[Cl:17][C:18](=[O:19])[O:20][CH2:21][CH2:22][CH2:23][Cl:24].[N+:1](=[O:2])([O-:3])[c:4]1[cH:5][c:6]([OH:11])[cH:7][cH:8][c:9]1[NH2:10].[O-:13][C:14](=[O:15])[O-:16]>>[N+:1](=[O:2])([O-:3])[c:4]1[cH:5][c:6]([OH:11])[cH:7][cH:8][c:9]1[NH:10][C:18](=[O:19])[O:20][CH2:21][CH2:22][CH2:23][Cl:24].